This data is from the Open Reaction Database (ORD), a public repository of structured organic reaction records. The task is: describe an organic reaction: reactants, conditions, products, and yield Starting materials: IC1=CC=CC=C1 (iodobenzene), C(C)OC(C=CCC(=O)OCC)=O (diethylglutaconate), CC(=O)[O-].[Na+] (NaOAc). Reagents/catalysts: CC(=O)[O-].CC(=O)[O-].[Pd+2] (Pd(OAc)2). Run in CC(=O)N(C)C (DMA), CC(=O)N(C)C (DMA), C(Cl)Cl (CH2Cl2). Reaction conditions: temperature 130 celsius. Product: C1(=CC=CC=C1)\C(=C/C(=O)OCC)\CC(=O)OCC (diethyl (2Z)-3-phenylpent-2-ene-1,5-dioate). Yield: 28.0%. Reaction SMILES: I[C:2]1[CH:7]=[CH:6][CH:5]=[CH:4][CH:3]=1.[CH2:8]([O:10][C:11](=[O:20])[CH:12]=[CH:13][CH2:14][C:15]([O:17][CH2:18][CH3:19])=[O:16])[CH3:9].CC([O-])=O.[Na+]>CC(N(C)C)=O.C(Cl)Cl.CC([O-])=O.CC([O-])=O.[Pd+2]>[C:2]1(/[C:13](/[CH2:12][C:11]([O:10][CH2:8][CH3:9])=[O:20])=[CH:14]\[C:15]([O:17][CH2:18][CH3:19])=[O:16])[CH:7]=[CH:6][CH:5]=[CH:4][CH:3]=1 |f:2.3,6.7.8|. Procedure details: A solution of iodobenzene (1.08 ml, 9.67 mmol) in DMA (5 ml) was added dropwise to a solution of diethylglutaconate (2 g, 10.74 mmol), Pd(OAc)2 (250 mg, 1.07 mmol), NaOAc (880 mg, 10.74 mmol) in DMA (5 ml) at 115° C. under argon. After heating for 8 hours at 130° C., the reaction was cooled, diluted with CH2Cl2 (60 ml), and washed with water (4×10 ml). The organic layer was washed with sat. aq. NaHCO3 (20 ml), brine (20 ml), dried with Na2SO4, filtered, and concentrated under reduced pressure. T...